Dataset: the Open Reaction Database (ORD), a public repository of structured organic reaction records. Task: describe an organic reaction: reactants, conditions, products, and yield Starting materials: Cc1nnc(-c2ccc3c(=O)[nH]cnc3c2)o1, O=P(Cl)(Cl)Cl. The product is Cc1nnc(-c2ccc3c(Cl)ncnc3c2)o1. RXN SMILES: [CH3:1][c:2]1[n:3][n:4][c:5](-[c:7]2[cH:8][cH:9][c:10]3[c:11](=[O:17])[nH:12][cH:13][n:14][c:15]3[cH:16]2)[o:6]1.[P:18]([Cl:19])([Cl:20])([Cl:21])=[O:22]>>[CH3:1][c:2]1[n:3][n:4][c:5](-[c:7]2[cH:8][cH:9][c:10]3[c:11]([Cl:20])[n:12][cH:13][n:14][c:15]3[cH:16]2)[o:6]1.